Dataset: the Open Reaction Database (ORD), a public repository of structured organic reaction records. Task: describe an organic reaction: reactants, conditions, products, and yield Starting materials: NCC(=O)O (Glycine), [O-2].[Zn+2] (zinc oxide), O (water). Conditions: time 1 hour. The product is [Zn+2].NCC(=O)[O-].NCC(=O)[O-] (glycine zinc salt). RXN SMILES: [NH2:1][CH2:2][C:3]([OH:5])=[O:4].[O-2].[Zn+2:7].O>>[Zn+2:7].[NH2:1][CH2:2][C:3]([O-:5])=[O:4].[NH2:1][CH2:2][C:3]([O-:5])=[O:4] |f:1.2,4.5.6|. Procedure details: Glycine zinc salt was prepared by the following procedure. Glycine (300 g; 4 moles) and 162.8 g (2 moles) of zinc oxide were put in a portable universal mixer and mixed for about 5 minutes. Then 162.8 g (34 moles) of water was added, and the mixing was continued for about 1 hour. Then, the mixture was dried at 110° C. to obtain glycine zinc salt as crystals. The crystals were mechanically pulverized and observed under a scanning electron microscope. When the largest particle among those particle... The reactants are [C-]#N, [C-]#N, CN(C)C=O, COc1cccc(OC)c1-c1ccccc1P(C1CCCCC1)C1CCCCC1, CC(Nc1nc(Cl)cc(Nc2cnccn2)n1)c1ccc(F)cc1, O=C(C=Cc1ccccc1)C=Cc1ccccc1, O=C(C=Cc1ccccc1)C=Cc1ccccc1, O=C(C=Cc1ccccc1)C=Cc1ccccc1, O, [Pd], [Pd], [Zn+2]. Yields the product CC(Nc1nc(C#N)cc(Nc2cnccn2)n1)c1ccc(F)cc1. Reaction SMILES: [C-:59]#[N:60].[C-:62]#[N:63].[CH3:54][N:55]([CH3:56])[CH:57]=[O:58].[CH:25]1([P:26]([CH:27]2[CH2:28][CH2:29][CH2:30][CH2:31][CH2:32]2)[c:33]2[cH:34][cH:35][cH:36][cH:37][c:38]2-[c:39]2[c:40]([O:41][CH3:42])[cH:43][cH:44][cH:45][c:46]2[O:47][CH3:48])[CH2:49][CH2:50][CH2:51][CH2:52][CH2:53]1.[Cl:1][c:2]1[cH:3][c:4]([NH:18][c:19]2[n:20][cH:21][cH:22][n:23][cH:24]2)[n:5][c:6]([NH:8][CH:9]([CH3:10])[c:11]2[cH:12][cH:13][c:14]([F:17])[cH:15][cH:16]2)[n:7]1.[O:102]=[C:103]([CH:104]=[CH:105][c:106]1[cH:107][cH:108][cH:109][cH:110][cH:111]1)[CH:112]=[CH:113][c:114]1[cH:115][cH:116][cH:117][cH:118][cH:119]1.[O:66]=[C:67]([CH:68]=[CH:69][c:70]1[cH:71][cH:72][cH:73][cH:74][cH:75]1)[CH:76]=[CH:77][c:78]1[cH:79][cH:80][cH:81][cH:82][cH:83]1.[O:84]=[C:85]([CH:86]=[CH:87][c:88]1[cH:89][cH:90][cH:91][cH:92][cH:93]1)[CH:94]=[CH:95][c:96]1[cH:97][cH:98][cH:99][cH:100][cH:101]1.[OH2:120].[Pd:64].[Pd:65].[Zn+2:61]>>[c:2]1([C:54]#[N:55])[cH:3][c:4]([NH:18][c:19]2[n:20][cH:21][cH:22][n:23][cH:24]2)[n:5][c:6]([NH:8][CH:9]([CH3:10])[c:11]2[cH:12][cH:13][c:14]([F:17])[cH:15][cH:16]2)[n:7]1. Starting materials: NC1=CC(=C(OC2=C3C(=NC=C2)C=C(S3)C3=CC=C(C=C3)C(=O)N3CCOCC3)C=C1)F ((4-(7-(4-amino-2-fluorophenoxy)thieno[3,2-b]pyridin-2-yl)phenyl)(morpholino)methanone), CN1C(C(=NC=C1)C(=O)O)=O (4-methyl-3-oxo-3,4-dihydropyrazine-2-carboxylic acid), O=C1C(=NC=CN1)C(=O)OC (methyl 3-oxo-3,4-dihydropyrazine-2-carboxylate), IC (iodomethane). Product: FC=1C=C(C=CC1OC1=C2C(=NC=C1)C=C(S2)C2=CC=C(C=C2)C(=O)N2CCOCC2)NC(=O)C2=NC=CN(C2=O)C (N-(3-fluoro-4-(2-(4-(morpholine-4-carbonyl)phenyl)thieno[3,2-b]pyridin-7-yloxy)phenyl)-4-methyl-3-oxo-3,4-dihydropyrazine-2-carboxamide). The yield is 25.0%. As a reaction SMILES: [NH2:1][C:2]1[CH:31]=[CH:30][C:5]([O:6][C:7]2[CH:12]=[CH:11][N:10]=[C:9]3[CH:13]=[C:14]([C:16]4[CH:21]=[CH:20][C:19]([C:22]([N:24]5[CH2:29][CH2:28][O:27][CH2:26][CH2:25]5)=[O:23])=[CH:18][CH:17]=4)[S:15][C:8]=23)=[C:4]([F:32])[CH:3]=1.[CH3:33][N:34]1[CH:39]=[CH:38][N:37]=[C:36]([C:40](O)=[O:41])[C:35]1=[O:43].O=C1NC=CN=C1C(OC)=O.IC>>[F:32][C:4]1[CH:3]=[C:2]([NH:1][C:40]([C:36]2[C:35](=[O:43])[N:34]([CH3:33])[CH:39]=[CH:38][N:37]=2)=[O:41])[CH:31]=[CH:30][C:5]=1[O:6][C:7]1[CH:12]=[CH:11][N:10]=[C:9]2[CH:13]=[C:14]([C:16]3[CH:17]=[CH:18][C:19]([C:22]([N:24]4[CH2:25][CH2:26][O:27][CH2:28][CH2:29]4)=[O:23])=[CH:20][CH:21]=3)[S:15][C:8]=12. Procedure: Prepared from (4-(7-(4-amino-2-fluorophenoxy)thieno[3,2-b]pyridin-2-yl)phenyl)(morpholino)methanone (prepared as in Example 129, Step A) and 4-methyl-3-oxo-3,4-dihydropyrazine-2-carboxylic acid (prepared from methyl 3-oxo-3,4-dihydropyrazine-2-carboxylate with iodomethane and followed by hydrolysis using the methods described in Example 149, Steps A and B) according to the procedure of Example 89. The crude was purified by silica gel flash column chromatography (5% MeOH in CH2Cl2) to afford 6.6 ... Reactants: FC=1C=C(C=CC1OC=1C2=C(N=CN1)C=C(N2)C2=CC=CC=C2)NC(=S)NC(CC2=CC=CC=C2)=O (N-(3-Fluoro-4-(6-phenyl-5H-pyrrolo[3,2-d]pyrimidin-4-yloxy)phenylcarbamothioyl)-2-phenylacetamide), C(#C)C1=CC=CC=C1 (ethynylbenzene), C(#C)C1=NC=CC=C1 (2-ethynylpyridine). Product: FC=1C=C(C=CC1OC=1C2=C(N=CN1)C=C(N2)C2=NC=CC=C2)NC(=S)NC(CC2=CC=CC=C2)=O (N-(3-Fluoro-4-(6-(pyridin-2-yl)-5H-pyrrolo[3,2-d]pyrimidin-4-yloxy)phenylcarbamothioyl)-2-phenylacetamide). RXN SMILES: [F:1][C:2]1[CH:3]=[C:4]([NH:24][C:25]([NH:27][C:28](=[O:36])[CH2:29][C:30]2[CH:35]=[CH:34][CH:33]=[CH:32][CH:31]=2)=[S:26])[CH:5]=[CH:6][C:7]=1[O:8][C:9]1[C:10]2[NH:17][C:16]([C:18]3C=[CH:22][CH:21]=[CH:20][CH:19]=3)=[CH:15][C:11]=2[N:12]=[CH:13][N:14]=1.C(C1C=CC=CC=1)#C.C(C1C=CC=C[N:48]=1)#C>>[F:1][C:2]1[CH:3]=[C:4]([NH:24][C:25]([NH:27][C:28](=[O:36])[CH2:29][C:30]2[CH:31]=[CH:32][CH:33]=[CH:34][CH:35]=2)=[S:26])[CH:5]=[CH:6][C:7]=1[O:8][C:9]1[C:10]2[NH:17][C:16]([C:18]3[CH:19]=[CH:20][CH:21]=[CH:22][N:48]=3)=[CH:15][C:11]=2[N:12]=[CH:13][N:14]=1. Procedure details: Following the procedures described above for the synthesis of compound 255a (example 213, scheme 57) but replacing ethynylbenzene in the step 1 with 2-ethynylpyridine, title compound 255b was obtained. 1H NMR (DMSO-d6) δ (ppm): 12.85 (br, 1H), 12.65 (br, 1H), 11.75 (br, 1H), 8.71 (m, 1H), 8.33 (s, 1H), 8.21 (d, J=8 Hz, 1H), 7.96 (m, 1H), 7.89 (m, 1H), 7.52-7.42 (m, 3H), 7.34-7.32 (m, 5H), 7.28 (m, 1H), 3.83 (s, 2H). MS (m/z): 499.2 (M+1). Procedure details: To a stirring mixture of 9-acetoxy-4,4-dimethyl-7-(1,2-dimethylheptyl)-1,2,3,4-tetrahydrocyclopenta[ c][l] benzopyran (7.59 g., 19.7 mmole) in 60 ml. of 50% acetic acid and 10 ml. of chloroform under a nitrogen atmosphere, was added dropwise a solution of ceric ammonium nitrate (43.2 g., 78.8 mmole) in 100 ml. of 50% acetic acid. After the addition was completed, the reaction mixture was stirred over a steam bath for 1/2 hour. It was then extracted with several portions of chloroform and the org... Solvent: C(Cl)(Cl)Cl (chloroform), C(C)(=O)O (acetic acid), N1=CC=CC=C1 (pyridine), C(C)(=O)O (acetic acid). Reaction conditions: time 0.5 hour. Reactants: ceric ammonium nitrate, C(C)(=O)OC1=CC(=CC2=C1C1=C(C(O2)(C)C)CCC1)C(C(CCCCC)C)C (9-acetoxy-4,4-dimethyl-7-(1,2-dimethylheptyl)-1,2,3,4-tetrahydrocyclopenta[ c][l] benzopyran), O1CC=CC=C1 (pyran), C(C)(=O)OC(C)=O (acetic anhydride). Product: C(C)(=O)OC1=CC(=CC2=C1C1=C(C(O2)(C)C)C(CC1)=O)C(C(CCCCC)C)C (9-Acetoxy-4,4-dimethyl-7-(1,2-dimethylheptyl)-3-oxo-1,2,3,4-tetrahydrocyclopenta[ c][l]benzopyran). As a reaction SMILES: [C:1]([O:4][C:5]1[C:10]2[C:11]3[CH2:19][CH2:18][CH2:17][C:12]=3[C:13]([CH3:16])([CH3:15])[O:14][C:9]=2[CH:8]=[C:7]([CH:20]([CH3:28])[CH:21]([CH3:27])[CH2:22][CH2:23][CH2:24][CH2:25][CH3:26])[CH:6]=1)(=[O:3])[CH3:2].[O:29]1C=CC=CC1.C(OC(=O)C)(=O)C>N1C=CC=CC=1.C(O)(=O)C.C(Cl)(Cl)Cl>[C:1]([O:4][C:5]1[C:10]2[C:11]3[CH2:19][CH2:18][C:17](=[O:29])[C:12]=3[C:13]([CH3:16])([CH3:15])[O:14][C:9]=2[CH:8]=[C:7]([CH:20]([CH3:28])[CH:21]([CH3:27])[CH2:22][CH2:23][CH2:24][CH2:25][CH3:26])[CH:6]=1)(=[O:3])[CH3:2]. The reactants are C(C(C)C)C=1NC(N(C1)C1=C(C=CC=C1)OC(F)(F)F)=O (4-isobutyl-1-(2-trifluoromethoxy-phenyl)-1,3-dihydro-imidazol-2-one), BrCC1CC1 (bromomethylcyclopropane). Yields the product C1(CC1)CN1C(N(C=C1CC(C)C)C1=C(C=CC=C1)OC(F)(F)F)=O (3-Cyclopropylmethyl-4-isobutyl-1-(2-trifluoromethoxy-phenyl)-1,3-dihydro-imidazol-2-one), oil. RXN SMILES: [CH2:1]([C:5]1[NH:6][C:7](=[O:21])[N:8]([C:10]2[CH:15]=[CH:14][CH:13]=[CH:12][C:11]=2[O:16][C:17]([F:20])([F:19])[F:18])[CH:9]=1)[CH:2]([CH3:4])[CH3:3].Br[CH2:23][CH:24]1[CH2:26][CH2:25]1>>[CH:24]1([CH2:23][N:6]2[C:5]([CH2:1][CH:2]([CH3:4])[CH3:3])=[CH:9][N:8]([C:10]3[CH:15]=[CH:14][CH:13]=[CH:12][C:11]=3[O:16][C:17]([F:20])([F:18])[F:19])[C:7]2=[O:21])[CH2:26][CH2:25]1. Procedure details: This material was obtained in analogy to the procedure outlined in example 23 from 4-isobutyl-1-(2-trifluoromethoxy-phenyl)-1,3-dihydro-imidazol-2-one (obtained in example 44, 60 mg) by alkylation with bromomethylcyclopropane (35 mg). 3-Cyclopropylmethyl-4-isobutyl-1-(2-trifluoromethoxy-phenyl)-1,3-dihydro-imidazol-2-one was obtained as a light yellow oil (11 mg). MS (ESI): 355.2 (MH+). Starting materials: CC(=O)O, Cl, CN(C)C(=Cc1ccc(C(F)(F)F)cc1)c1ccc(F)cc1, O. Product: O=C(Cc1ccc(C(F)(F)F)cc1)c1ccc(F)cc1. Reaction SMILES: [CH3:23][C:24]([OH:25])=[O:26].[ClH:27].[F:1][c:2]1[cH:3][cH:4][c:5]([C:8](=[CH:9][c:10]2[cH:11][cH:12][c:13]([C:16]([F:17])([F:18])[F:19])[cH:14][cH:15]2)[N:20]([CH3:21])[CH3:22])[cH:6][cH:7]1.[OH2:28]>>[F:1][c:2]1[cH:3][cH:4][c:5]([C:8]([CH2:9][c:10]2[cH:11][cH:12][c:13]([C:16]([F:17])([F:18])[F:19])[cH:14][cH:15]2)=[O:25])[cH:6][cH:7]1. RXN SMILES: [C:1]1([C:7]2[CH2:11][C:10](=[O:12])[NH:9][N:8]=2)[CH:6]=[CH:5][CH:4]=[CH:3][CH:2]=1.[N+:13]1([O-])[C:22]2[C:17](=[CH:18][CH:19]=[CH:20][CH:21]=2)[CH:16]=[CH:15][CH:14]=1>>[C:1]1([C:7]2=[N:8][NH:9][C:10](=[O:12])/[C:11]/2=[C:14]2\[NH:13][C:22]3[C:17]([CH:16]=[CH:15]\2)=[CH:18][CH:19]=[CH:20][CH:21]=3)[CH:2]=[CH:3][CH:4]=[CH:5][CH:6]=1. Reactants: C1(=CC=CC=C1)C1=NNC(C1)=O (3-phenyl-1H-pyrazol-5(4H)-one), [N+]1(=CC=CC2=CC=CC=C12)[O-] (quinoline N-oxide), C18H13N3O. Reported procedure: The title compound was synthesized using 3-phenyl-1H-pyrazol-5(4H)-one and quinoline N-oxide according to the procedure described in Example 23. 1H NMR (400 MHz, DMSO-d6) 8 ppm 7.21 (d, J=9.09 Hz, 1H) 7.50-7.60 (m, 7H) 7.82 (t, J=7.71 Hz, 1H) 7.93 (t, J=6.82 Hz, 2H) 8.33 (d, J=8.84 Hz, 1H); ESI-MS: m/z calc'd for C18H13N3O 287.32. found 288.3 (M+H)+. Yields the product C1(=CC=CC=C1)C/1=NNC(\C1=C\1/NC2=CC=CC=C2C=C1)=O ((Z)-3-phenyl-4-(quinolin-2(1H)-ylidene)-1H-pyrazol-5(4H)-one). Reactants: ClC(Cl)Cl, CCOC(CN1CCN(S(=O)(=O)c2ccc3ncnc(Cl)c3c2)CC1)c1ccccc1, N. Yields the product CCOC(CN1CCN(S(=O)(=O)c2ccc3ncnc(N)c3c2)CC1)c1ccccc1. As a reaction SMILES: [CH:33]([Cl:34])([Cl:35])[Cl:36].[Cl:2][c:3]1[n:4][cH:5][n:6][c:7]2[cH:8][cH:9][c:10]([S:13](=[O:14])(=[O:15])[N:16]3[CH2:17][CH2:18][N:19]([CH2:22][CH:23]([c:24]4[cH:25][cH:26][cH:27][cH:28][cH:29]4)[O:30][CH2:31][CH3:32])[CH2:20][CH2:21]3)[cH:11][c:12]12.[NH3:1]>>[NH2:1][c:3]1[n:4][cH:5][n:6][c:7]2[cH:8][cH:9][c:10]([S:13](=[O:14])(=[O:15])[N:16]3[CH2:17][CH2:18][N:19]([CH2:22][CH:23]([c:24]4[cH:25][cH:26][cH:27][cH:28][cH:29]4)[O:30][CH2:31][CH3:32])[CH2:20][CH2:21]3)[cH:11][c:12]12. Starting materials: O=C([O-])O, CCOC(=O)C(=Cc1ccc(-n2cnc(C)c2)c(OC)c1)CCCNCc1cccc(F)c1, CC(=O)O, CCOC(C)=O, [Na+], [Na+], [OH-], O. The product is COc1cc(C=C2CCCN(Cc3cccc(F)c3)C2=O)ccc1-n1cnc(C)c1. RXN SMILES: [C:41](=[O:42])([OH:43])[O-:44].[CH2:5]([O:7][C:8](=[O:6])[C:9]([CH2:10][CH2:11][CH2:12][NH:13][CH2:14][c:15]1[cH:16][c:17]([F:21])[cH:18][cH:19][cH:20]1)=[CH:22][c:23]1[cH:24][c:25]([O:35][CH3:36])[c:26](-[n:29]2[cH:30][n:31][c:32]([CH3:34])[cH:33]2)[cH:27][cH:28]1)[CH3:37].[CH3:1][C:2](=[O:3])[OH:4].[CH3:46][CH2:47][O:48][C:49](=[O:50])[CH3:51].[Na+:39].[Na+:45].[OH-:38].[OH2:40]>>[O:7]=[C:8]1[C:9](=[CH:22][c:23]2[cH:24][c:25]([O:35][CH3:36])[c:26](-[n:29]3[cH:30][n:31][c:32]([CH3:34])[cH:33]3)[cH:27][cH:28]2)[CH2:10][CH2:11][CH2:12][N:13]1[CH2:14][c:15]1[cH:16][c:17]([F:21])[cH:18][cH:19][cH:20]1.